This data is from the Open Reaction Database (ORD), a public repository of structured organic reaction records. The task is: describe an organic reaction: reactants, conditions, products, and yield The reactants are [OH-].[Na+] (sodium hydroxide), C(#N)CC1=NC2=C(N1C1=CC=CC=C1)C=CC=C2 (2-cyanomethyl-1-phenyl-1H-benzimidazole), [N-]=[N+]=[N-].[Na+] (sodium azide), [Cl-].[NH4+] (ammonium chloride). The solvent is CN(C=O)C (N,N-dimethylformamide), O (water). Conditions: temperature 100 celsius. The product is C1(=CC=CC=C1)N1C(=NC2=C1C=CC=C2)CC2=NN=NN2 (5-(1-phenyl-1H-benzimidazol-2-yl)methyl-1H-tetrazole). The yield is 72.2%. RXN SMILES: [C:1]([CH2:3][C:4]1[N:8]([C:9]2[CH:14]=[CH:13][CH:12]=[CH:11][CH:10]=2)[C:7]2[CH:15]=[CH:16][CH:17]=[CH:18][C:6]=2[N:5]=1)#[N:2].[N-:19]=[N+:20]=[N-:21].[Na+].[Cl-].[NH4+].[OH-].[Na+]>CN(C)C=O.O>[C:9]1([N:8]2[C:7]3[CH:15]=[CH:16][CH:17]=[CH:18][C:6]=3[N:5]=[C:4]2[CH2:3][C:1]2[NH:21][N:20]=[N:19][N:2]=2)[CH:14]=[CH:13][CH:12]=[CH:11][CH:10]=1 |f:1.2,3.4,5.6|. Procedure: A mixture of 2-cyanomethyl-1-phenyl-1H-benzimidazole (6.2 g), sodium azide (5.18 g) and ammonium chloride (4.27 g) in N,N-dimethylformamide (62 ml) was heated at 100° C. for 4 hours. The reaction mixture was poured into water (620 ml) and the aqueous mixture was adjusted to pH 9 with 1 N sodium hydroxide. After being washed with ethyl acetate, the aqueous layer was further adjusted to pH 4 with acetic acid and extracted twice with ethyl acetate. The combined extract was washed with water and sat... Starting materials: C1(=CC=CC=C1)C(=O)C(O)C1=CC=CC=C1 (benzoin), C(C=C)Cl (allyl chloride), [OH-].[Na+] (sodium hydroxide), ice water. The solvent is CS(=O)C (DMSO). Conditions: time 2 hour. Product: C(C=C)C(C(C1=CC=CC=C1)=O)(O)C1=CC=CC=C1 (α-allyl-benzoin). Yield: 75.1%. As a reaction SMILES: [OH-].[Na+].[C:3]1([C:9]([CH:11]([C:13]2[CH:18]=[CH:17][CH:16]=[CH:15][CH:14]=2)[OH:12])=[O:10])[CH:8]=[CH:7][CH:6]=[CH:5][CH:4]=1.[CH2:19](Cl)[CH:20]=[CH2:21]>CS(C)=O>[CH2:21]([C:11]([C:13]1[CH:18]=[CH:17][CH:16]=[CH:15][CH:14]=1)([OH:12])[C:9](=[O:10])[C:3]1[CH:4]=[CH:5][CH:6]=[CH:7][CH:8]=1)[CH:20]=[CH2:19] |f:0.1|. Procedure details: 90 ml of a 10% by weight aqueous sodium hydroxide solution are added with cooling in a nitrogen atmosphere to a solution of 42.4 g (0.2 mol) benzoin in 400 ml DMSO, and 22 ml (0.27 mol) allyl chloride are added dropwise at 20°C within 15 minutes. The reaction solution is further stirred for 2 hours and then poured into ice/water. The crystalline crude product (50 g) is recrystallised from petroleum ether and gives 37.9 g (75% of theory) α-allyl-benzoin of melting point 89°- 93°C. A further 5.1 g... Starting materials: example 1 ( b ), C1(CCCC1)OC1=C(C(=O)O)C=C(C=C1)S(NC)(=O)=O (2-cyclopentyloxy-5-methylsulfamoyl-benzoic acid), FC(C(=O)O)(F)F.FC(C1=NN=C(S1)N1CCNCC1)(F)F (1-(5-trifluoromethyl-[1,3,4]thiadiazol-2-yl)-piperazine trifluoroacetate). Product: C1(CCCC1)OC1=C(C=C(C=C1)S(=O)(=O)NC)C(=O)N1CCN(CC1)C=1SC(=NN1)C(F)(F)F (4-Cyclopentyloxy-N-methyl-3-[4-(5-trifluoromethyl-[1,3,4]thiadiazol-2-yl)-piperazine-1-carbonyl]-benzenesulfonamide). The yield is 46.0%. Reaction SMILES: [CH:1]1([O:6][C:7]2[CH:15]=[CH:14][C:13]([S:16](=[O:20])(=[O:19])[NH:17][CH3:18])=[CH:12][C:8]=2[C:9]([OH:11])=O)[CH2:5][CH2:4][CH2:3][CH2:2]1.FC(F)(F)C(O)=O.[F:28][C:29]([F:42])([F:41])[C:30]1[S:34][C:33]([N:35]2[CH2:40][CH2:39][NH:38][CH2:37][CH2:36]2)=[N:32][N:31]=1>>[CH:1]1([O:6][C:7]2[CH:15]=[CH:14][C:13]([S:16]([NH:17][CH3:18])(=[O:20])=[O:19])=[CH:12][C:8]=2[C:9]([N:38]2[CH2:37][CH2:36][N:35]([C:33]3[S:34][C:30]([C:29]([F:41])([F:28])[F:42])=[N:31][N:32]=3)[CH2:40][CH2:39]2)=[O:11])[CH2:2][CH2:3][CH2:4][CH2:5]1 |f:1.2|. Reported procedure: Prepared in analogy to example 1 (b) from 2-cyclopentyloxy-5-methylsulfamoyl-benzoic acid (Example A29) and 1-(5-trifluoromethyl-[1,3,4]thiadiazol-2-yl)-piperazine trifluoroacetate (Example 62(b)). The crude material was purified by chromatography (SiO2, ethyl acetate/heptane) to yield the title compound as a white solid (yield 46%). MS (m/e): 520.3 (M+H+, 100%). The reactants are CI (methyl iodide), CSC1=CC2=C([C@]3(CCC(N[C@@H]3CC2)=O)C)C=C1 ((+)-(4aR)-(10bR)-8-methylthio-10b-methyl-1,2,3,4,4a,5,6,10b-octahydrobenzo[f]quinolin-3-one), CC(C)([O-])C.[K+] (potassium t-butoxide), solution, C(C)(=O)O (acetic acid). Run in O1CCCC1 (tetrahydrofuran), CN(C=O)C (dimethylformamide). Run at time 5 minute. Yields the product CN1C(CC[C@@]2(C3=C(CC[C@@H]12)C=C(C=C3)SC)C)=O ((+)-(4aR)-(10bR)-4-methyl-8-methylthio-10b-methyl-1,2,3,4,4a,5,6,10b-octahydrobenzo[f]quinolin-3-one). Reaction SMILES: [CH3:1][S:2][C:3]1[CH:18]=[CH:17][C:6]2[C@:7]3([CH3:16])[C@@H:12]([CH2:13][CH2:14][C:5]=2[CH:4]=1)[NH:11][C:10](=[O:15])[CH2:9][CH2:8]3.[CH3:19]C(C)([O-])C.[K+].CI.C(O)(=O)C>O1CCCC1.CN(C)C=O>[CH3:19][N:11]1[C@H:12]2[C@@:7]([CH3:16])([C:6]3[CH:17]=[CH:18][C:3]([S:2][CH3:1])=[CH:4][C:5]=3[CH2:14][CH2:13]2)[CH2:8][CH2:9][C:10]1=[O:15] |f:1.2|. Reported procedure: (+)-(4aR)-(10bR)-8-methylthio-10b-methyl-1,2,3,4,4a,5,6,10b-octahydrobenzo[f]quinolin-3-one (0.423 grams, 1.62 mmol, 1.0 equivalents) was treated with potassium t-butoxide (1.86 mL as a 1.0 M solution in tetrahydrofuran, 1.15 equivalents) in dimethylformamide (1.6 mL) at approximately 0° C. After stirring 5 minutes, methyl iodide (0.116 mL, 1.15 equivalents) was added and the mixture allowed to stir for 2 hours at 0° C. The mixture was then treated with approximately 100 mg of acetic acid and so... The reactants are [Al+3], CCCCCCCCC=CCCCCCCCCOCC(CN=[N+]=[N-])OCCCCCCCCC=CCCCCCCCC, [H-], [H-], [H-], [H-], [Li+], C1CCOC1. Yields the product CCCCCCCCC=CCCCCCCCCOCC(CN)OCCCCCCCCC=CCCCCCCCC. Reaction SMILES: [Al+3:2].[CH2:7]([CH2:8][CH2:9][CH2:10][CH2:11][CH2:12][CH2:13][CH2:14][CH:15]=[CH:16][CH2:17][CH2:18][CH2:19][CH2:20][CH2:21][CH2:22][CH2:23][CH3:24])[O:25][CH:26]([CH2:27][N:28]=[N+:29]=[N-:30])[CH2:31][O:32][CH2:33][CH2:34][CH2:35][CH2:36][CH2:37][CH2:38][CH2:39][CH2:40][CH:41]=[CH:42][CH2:43][CH2:44][CH2:45][CH2:46][CH2:47][CH2:48][CH2:49][CH3:50].[H-:1].[H-:4].[H-:5].[H-:6].[Li+:3].[O:51]1[CH2:52][CH2:53][CH2:54][CH2:55]1>>[CH2:7]([CH2:8][CH2:9][CH2:10][CH2:11][CH2:12][CH2:13][CH2:14][CH:15]=[CH:16][CH2:17][CH2:18][CH2:19][CH2:20][CH2:21][CH2:22][CH2:23][CH3:24])[O:25][CH:26]([CH2:27][NH2:28])[CH2:31][O:32][CH2:33][CH2:34][CH2:35][CH2:36][CH2:37][CH2:38][CH2:39][CH2:40][CH:41]=[CH:42][CH2:43][CH2:44][CH2:45][CH2:46][CH2:47][CH2:48][CH2:49][CH3:50].